This data is from the Open Reaction Database (ORD), a public repository of structured organic reaction records. The task is: describe an organic reaction: reactants, conditions, products, and yield Reactants: C(C=C)OC(=O)N1[C@@H](CC(C1)=C)CO[Si](C)(C)C(C)(C)C ((2S)-1-allyloxycarbonyl-2-(t-butyldimethylsilyloxymethyl)-4-methylenepyrrolidine), Cl (hydrochloric acid), C([O-])([O-])=O.[K+].[K+] (potassium carbonate). The solvent is C(C)(=O)OCC (ethyl acetate), [Cl-].[Na+].O (brine). Conditions: time 1 hour. The product is C(C=C)OC(=O)N1[C@@H](CC(C1)=C)CO ((2S)-1-allyloxycarbonyl-2-hydroxymethyl-4-methylenepyrrolidine). Yield: 97.6%. As a reaction SMILES: [CH2:1]([O:4][C:5]([N:7]1[CH2:11][C:10](=[CH2:12])[CH2:9][C@H:8]1[CH2:13][O:14][Si](C(C)(C)C)(C)C)=[O:6])[CH:2]=[CH2:3].Cl.C(=O)([O-])[O-].[K+].[K+]>C(OCC)(=O)C.[Cl-].[Na+].O>[CH2:1]([O:4][C:5]([N:7]1[CH2:11][C:10](=[CH2:12])[CH2:9][C@H:8]1[CH2:13][OH:14])=[O:6])[CH:2]=[CH2:3] |f:2.3.4,6.7.8|. Reported procedure: To a solution of (2S)-1-allyloxycarbonyl-2-(t-butyldimethylsilyloxymethyl)-4-methylenepyrrolidine (2.88 g) in ethyl acetate (100 ml) was added 6N hydrochloric acid (3.0 ml) at ambient temperature. After stirring for 1 hour at ambient temperature, to the mixture were added potassium carbonate (2.54 g) and brine (30 ml) with stirring. The organic layer was separated, washed in turn with aqueous sodium hydrogen carbonate and brine, dried over magnesium sulfate and evaporated. The residue was chroma... Reaction SMILES: [CH2:1]([c:2]1[cH:3][cH:4][cH:5][cH:6][cH:7]1)[N:8]1[CH2:9][c:10]2[c:11]([n:14](-[c:17]3[cH:18][c:19]([CH3:23])[cH:20][cH:21][cH:22]3)[cH:15][n:16]2)[CH2:12][CH2:13]1.[CH3:28][OH:29].[CH:24]([O-:25])=[O:26].[NH4+:27]>>[NH:8]1[CH2:9][c:10]2[c:11]([n:14](-[c:17]3[cH:18][c:19]([CH3:23])[cH:20][cH:21][cH:22]3)[cH:15][n:16]2)[CH2:12][CH2:13]1. Product: Cc1cccc(-n2cnc3c2CCNC3)c1. Reactants: Cc1cccc(-n2cnc3c2CCN(Cc2ccccc2)C3)c1, CO, O=C[O-], [NH4+]. The reactants are NC1=C(C=C(C=C1)SC1=CC=CC=C1)NC(=S)NC(=O)OC (2-amino-1-(3-methoxycarbonyl-2-thioureido)-5- phenylthiobenzene), C(C)(=O)Cl (acetyl chloride). The solvent is O1CCCC1 (tetrahydrofuran). Reaction conditions: time 2 hour. The product is C(C)(=O)NC1=C(C=C(C=C1)SC1=CC=CC=C1)NC(=S)NC(=O)OC (2-acetamido-1-(3-methoxycarbonyl-2-thioureido)-5-phenylthiobenzene). RXN SMILES: [NH2:1][C:2]1[CH:7]=[CH:6][C:5]([S:8][C:9]2[CH:14]=[CH:13][CH:12]=[CH:11][CH:10]=2)=[CH:4][C:3]=1[NH:15][C:16]([NH:18][C:19]([O:21][CH3:22])=[O:20])=[S:17].[C:23](Cl)(=[O:25])[CH3:24]>O1CCCC1>[C:23]([NH:1][C:2]1[CH:7]=[CH:6][C:5]([S:8][C:9]2[CH:14]=[CH:13][CH:12]=[CH:11][CH:10]=2)=[CH:4][C:3]=1[NH:15][C:16]([NH:18][C:19]([O:21][CH3:22])=[O:20])=[S:17])(=[O:25])[CH3:24]. Procedure: 0.7 G. of 2-amino-1-(3-methoxycarbonyl-2-thioureido)-5- phenylthiobenzene, as prepared according to Example XI, is dissolved in 20 ml. tetrahydrofuran and treated with 1.5 ml. of acetyl chloride. The mixture is stripped after two hours and the residue recrystallized from methanol, yielding 2-acetamido-1-(3-methoxycarbonyl-2-thioureido)-5-phenylthiobenzene. Reactants: CN(CCO)CCO (methyl diethanolamine), C1(=CC=C(C=C1)S(=O)(=O)OC)C (methyl para-toluene sulfonate). Product: C1(=CC=C(C=C1)S(=O)(=O)[O-])C.C[N+](CCO)(CCO)C (Dimethyl di (βhydroxyethyl) ammonium para-toluene sulfonate). Reaction SMILES: [CH3:1][N:2]([CH2:6][CH2:7][OH:8])[CH2:3][CH2:4][OH:5].[C:9]1([CH3:20])[CH:14]=[CH:13][C:12]([S:15]([O:18]C)(=[O:17])=[O:16])=[CH:11][CH:10]=1>>[C:9]1([CH3:20])[CH:10]=[CH:11][C:12]([S:15]([O-:18])(=[O:16])=[O:17])=[CH:13][CH:14]=1.[CH3:1][N+:2]([CH3:9])([CH2:6][CH2:7][OH:8])[CH2:3][CH2:4][OH:5] |f:2.3|. Reported procedure: Dimethyl di (βhydroxyethyl) ammonium para-toluene sulfonate (A) is prepared from methyl diethanolamine being added slowly and with stirring to methyl para-toluene sulfonate. Product (A) is rinsed and dried under slightly lowered pressure. The reactants are BrCCCCCOCc1cccc2ccccc12, CC(=O)OC(C)=O, [Cl-], I, [Mg], [NH4+]. Yields the product CC(=O)CCCCCOCc1cccc2ccccc12. As a reaction SMILES: [Br:1][CH2:2][CH2:3][CH2:4][CH2:5][CH2:6][O:7][CH2:8][c:9]1[cH:10][cH:11][cH:12][c:13]2[cH:14][cH:15][cH:16][cH:17][c:18]12.[CH3:21][C:22](=[O:23])[O:24][C:25](=[O:26])[CH3:27].[Cl-:28].[I:20].[Mg:19].[NH4+:29]>>[CH2:2]([CH2:3][CH2:4][CH2:5][CH2:6][O:7][CH2:8][c:9]1[cH:10][cH:11][cH:12][c:13]2[cH:14][cH:15][cH:16][cH:17][c:18]12)[C:22]([CH3:21])=[O:23].